This data is from the Open Reaction Database (ORD), a public repository of structured organic reaction records. The task is: describe an organic reaction: reactants, conditions, products, and yield Reactants: ClCC1=NC(=NS1)CC (5-(chloromethyl)-3-ethyl-1,2,4-thiadiazole), C([O-])([O-])=O.[K+].[K+] (potassium carbonate), ClCC1=NC(=NS1)CC (5-(chloromethyl)-3-ethyl-1,2,4-thiadiazole), O=C1N(C(C2=C(N1)C=C(S2)C2=CC=CC=C2)=O)C2CCN(CC2)C(=O)OC(C)(C)C (tert-butyl 4-(2,4-dioxo-6-phenyl-1,4-dihydrothieno[3,2-d]pyrimidin-3(2H)-yl)piperidine-1-carboxylate). Run in CN(C)C=O (DMF), CN(C)C=O (DMF). Run at temperature 100 celsius, time 3 hour. Yields the product C(C)C1=NSC(=N1)CN1C(N(C(C2=C1C=C(S2)C2=CC=CC=C2)=O)C2CCN(CC2)C(=O)OC(C)(C)C)=O (tert-butyl 4-{1-[(3-ethyl-1,2,4-thiadiazol-5-yl)methyl]-2,4-dioxo-6-phenyl-1,4-dihydrothieno[3,2-d]pyrimidin-3(2H)-yl}piperidine-1-carboxylate). Reaction SMILES: [O:1]=[C:2]1[NH:7][C:6]2[CH:8]=[C:9]([C:11]3[CH:16]=[CH:15][CH:14]=[CH:13][CH:12]=3)[S:10][C:5]=2[C:4](=[O:17])[N:3]1[CH:18]1[CH2:23][CH2:22][N:21]([C:24]([O:26][C:27]([CH3:30])([CH3:29])[CH3:28])=[O:25])[CH2:20][CH2:19]1.Cl[CH2:32][C:33]1[S:37][N:36]=[C:35]([CH2:38][CH3:39])[N:34]=1.C(=O)([O-])[O-].[K+].[K+]>CN(C=O)C>[CH2:38]([C:35]1[N:34]=[C:33]([CH2:32][N:7]2[C:6]3[CH:8]=[C:9]([C:11]4[CH:16]=[CH:15][CH:14]=[CH:13][CH:12]=4)[S:10][C:5]=3[C:4](=[O:17])[N:3]([CH:18]3[CH2:23][CH2:22][N:21]([C:24]([O:26][C:27]([CH3:30])([CH3:29])[CH3:28])=[O:25])[CH2:20][CH2:19]3)[C:2]2=[O:1])[S:37][N:36]=1)[CH3:39] |f:2.3.4|. Reported procedure: According to GP1 tert-butyl 4-(2,4-dioxo-6-phenyl-1,4-dihydrothieno[3,2-d]pyrimidin-3(2H)-yl)piperidine-1-carboxylate (563 mg; compound B50) is reacted with 5-(chloromethyl)-3-ethyl-1,2,4-thiadiazole (226 mg; compound D20) in the presence of potassium carbonate (364 mg) in DMF (10 ml). After 3 h and additionally after 6 h at 100° C. additional 5-(chloromethyl)-3-ethyl-1,2,4-thiadiazole (214 mg and 107 mg; compound D20) in DMF (5 ml each) is added, and the mixture is stirred at 100° C. for anothe...